From a dataset of the Open Reaction Database (ORD), a public repository of structured organic reaction records. describe an organic reaction: reactants, conditions, products, and yield Reactants: Cc1ccccc1, c1ccc(C(c2ccccc2)N2CCNCC2)cc1, CCN(C(C)C)C(C)C, OCC=CCCl, CN(C)C=O. Product: OCC=CCN1CCN(C(c2ccccc2)c2ccccc2)CC1. Reaction SMILES: [CH3:20][c:21]1[cH:22][cH:23][cH:24][cH:25][cH:26]1.[CH:1]([c:2]1[cH:3][cH:4][cH:5][cH:6][cH:7]1)([c:8]1[cH:9][cH:10][cH:11][cH:12][cH:13]1)[N:14]1[CH2:15][CH2:16][NH:17][CH2:18][CH2:19]1.[CH:33]([N:34]([CH:35]([CH3:36])[CH3:37])[CH2:38][CH3:39])([CH3:40])[CH3:41].[Cl:27][CH2:28][CH:29]=[CH:30][CH2:31][OH:32].[O:42]=[CH:43][N:44]([CH3:45])[CH3:46]>>[CH:1]([c:2]1[cH:3][cH:4][cH:5][cH:6][cH:7]1)([c:8]1[cH:9][cH:10][cH:11][cH:12][cH:13]1)[N:14]1[CH2:15][CH2:16][N:17]([CH2:28][CH:29]=[CH:30][CH2:31][OH:32])[CH2:18][CH2:19]1. Starting materials: ClC=1C=C(C2=C(N(C(C(O2)C)=O)C)C1)C(=O)O (6-chloro-3,4-dihydro-2,4-dimethyl-3-oxo-2H-1,4-benzoxazine-8-carboxylic acid), C(OCC)(=O)Cl (ethyl chlorocarbonate), resultant mixture, NC1CN2CCC1CC2 (3-aminoquinuclidine), C(O)([O-])=O.[Na+] (sodium hydrogen carbonate). Solvent: C(C)N(CC)CC (triethylamine), O1CCCC1 (tetrahydrofuran), C(C)(=O)OCC (ethyl acetate). Product: Cl.ClC=1C=C(C2=C(N(C(C(O2)C)=O)C)C1)C(=O)NC1CN2CCC1CC2 (6-chloro-3,4-dihydro-2,4-dimethyl-3-oxo-N-(3-quinuclidinyl)-2H-1,4-benzoxazine-8-carboxamide hydrochloride). As a reaction SMILES: [Cl:1][C:2]1[CH:3]=[C:4]([C:15]([OH:17])=O)[C:5]2[O:10][CH:9]([CH3:11])[C:8](=[O:12])[N:7]([CH3:13])[C:6]=2[CH:14]=1.C(Cl)(=O)OCC.[NH2:24][CH:25]1[CH:30]2[CH2:31][CH2:32][N:27]([CH2:28][CH2:29]2)[CH2:26]1.C(=O)([O-])O.[Na+]>O1CCCC1.C(OCC)(=O)C.C(N(CC)CC)C>[ClH:1].[Cl:1][C:2]1[CH:3]=[C:4]([C:15]([NH:24][CH:25]2[CH:30]3[CH2:31][CH2:32][N:27]([CH2:28][CH2:29]3)[CH2:26]2)=[O:17])[C:5]2[O:10][CH:9]([CH3:11])[C:8](=[O:12])[N:7]([CH3:13])[C:6]=2[CH:14]=1 |f:3.4,8.9|. Procedure: A solution of 4.28 g of 6-chloro-3,4-dihydro-2,4-dimethyl-3-oxo-2H-1,4-benzoxazine-8-carboxylic acid in 50 ml of tetrahydrofuran is cooled to below 0° C. and 5 ml of triethylamine is added under stirring thereto. Further, 2.0 g of ethyl chlorocarbonate is added and the mixture is stirred for 30 minutes. To the resultant mixture is added 3.0 g of 3-aminoquinuclidine and the mixture stirred for 5 hours. After completion of the reaction, aqueous sodium hydrogen carbonate and ethyl acetate are added... Starting materials: C(C)OC(=O)C1(CCNCC1)CCOC (4-(2-methoxy-ethyl)-piperidine-4-carboxylic acid ethyl ester), ClC1=C(C=CC=C1)S(=O)(=O)Cl (2-chlorobenzenesulfonyl chloride), FC(COC1=CC=C(C=C1)N)(F)F (4-(2,2,2-trifluoro-ethoxy)-phenylamine). Yields the product ClC1=C(C=CC=C1)S(=O)(=O)N1CCC2(CCN(C2=O)C2=CC=C(C=C2)OCC(F)(F)F)CC1 (8-(2-Chloro-benzenesulfonyl)-2-[4-(2,2,2-trifluoro-ethoxy)-phenyl]-2,8-diaza-spiro[4.5]decan-1-one). As a reaction SMILES: C(O[C:4]([C:6]1([CH2:12][CH2:13]OC)[CH2:11][CH2:10][NH:9][CH2:8][CH2:7]1)=[O:5])C.[Cl:16][C:17]1[CH:22]=[CH:21][CH:20]=[CH:19][C:18]=1[S:23](Cl)(=[O:25])=[O:24].[F:27][C:28]([F:39])([F:38])[CH2:29][O:30][C:31]1[CH:36]=[CH:35][C:34]([NH2:37])=[CH:33][CH:32]=1>>[Cl:16][C:17]1[CH:22]=[CH:21][CH:20]=[CH:19][C:18]=1[S:23]([N:9]1[CH2:8][CH2:7][C:6]2([C:4](=[O:5])[N:37]([C:34]3[CH:35]=[CH:36][C:31]([O:30][CH2:29][C:28]([F:27])([F:38])[F:39])=[CH:32][CH:33]=3)[CH2:13][CH2:12]2)[CH2:11][CH2:10]1)(=[O:25])=[O:24]. Procedure: Light brown crystalline solid. MS (ESI): 503.1 (MH+). This example was prepared in analogy to example 1 step C) to D) from 4-(2-methoxy-ethyl)-piperidine-4-carboxylic acid ethyl ester (example 1 step B)), 2-chlorobenzenesulfonyl chloride and 4-(2,2,2-trifluoro-ethoxy)-phenylamine. Starting materials: BrCc1ccccc1, COC(=O)C1CCC(=O)N1, [H-], [Na+], c1ccccc1. Yields the product COC(=O)C1CCC(=O)N1Cc1ccccc1. As a reaction SMILES: [Br:13][CH2:14][c:15]1[cH:16][cH:17][cH:18][cH:19][cH:20]1.[CH3:3][O:4][C:5](=[O:6])[CH:7]1[NH:8][C:9](=[O:12])[CH2:10][CH2:11]1.[H-:2].[Na+:1].[cH:21]1[cH:22][cH:23][cH:24][cH:25][cH:26]1>>[CH3:3][O:4][C:5](=[O:6])[CH:7]1[N:8]([CH2:14][c:15]2[cH:16][cH:17][cH:18][cH:19][cH:20]2)[C:9](=[O:12])[CH2:10][CH2:11]1. Reactants: C(CC(=O)OCC)(=O)OCC (diethyl malonate), ClC1=NC(=C(C=C1C(=O)Cl)F)Cl (2,6-dichloro-5-fluoro-pyridine-3-carbonyl chloride), S(O)(O)(=O)=O (sulfuric acid), [H][H] (hydrogen), [Mg] (magnesium). The reagents and catalysts are C(Cl)(Cl)(Cl)Cl (carbon tetrachloride). Solvent: C1(=CC=CC=C1)C (toluene), C(C)O (ethanol), C1(=CC=CC=C1)C (toluene), O (water), C(C)O (ethanol). Reaction conditions: time 1 hour. Yields the product ClC1=NC(=C(C=C1C(=O)C(C(=O)OCC)C(=O)OCC)F)Cl (diethyl (2,6-dichloro-5-fluoro-pyridine-3-carbonyl)-malonate). Yield: 101.6%. As a reaction SMILES: [Mg].[H][H].[C:4]([O:12][CH2:13][CH3:14])(=[O:11])[CH2:5][C:6]([O:8][CH2:9][CH3:10])=[O:7].[Cl:15][C:16]1[C:21]([C:22](Cl)=[O:23])=[CH:20][C:19]([F:25])=[C:18]([Cl:26])[N:17]=1.S(=O)(=O)(O)O>C(O)C.C1(C)C=CC=CC=1.C(Cl)(Cl)(Cl)Cl.O>[Cl:15][C:16]1[C:21]([C:22]([CH:5]([C:6]([O:8][CH2:9][CH3:10])=[O:7])[C:4]([O:12][CH2:13][CH3:14])=[O:11])=[O:23])=[CH:20][C:19]([F:25])=[C:18]([Cl:26])[N:17]=1. Procedure: 0.8 g of carbon tetrachloride is added to 3.7 g (0.15 mole) of magnesium filings in 9.3 ml of ethanol and, when the evolution of hydrogen has started, a mixture of 23.9 g (0.15 mole) of diethyl malonate, 18.5 ml of ethanol and 58 ml of toluene is added dropwise at 50°-60° C. The mixture is subsequently stirred at this temperature for 1 hour and cooled to -5° to -10° C. and a solution of 31 g (0.14 mole) of 2,6-dichloro-5-fluoro-pyridine-3-carbonyl chloride in 14.5 ml of toluene is slowly added d... Reactants: CN(C)C(=[N+](C)C)ON1C2=C(C=CC=C2)N=N1.[B-](F)(F)(F)F (TBTU), FC=1C=C(C=CC1)N1C(CCC1)C=1C=C(C=C2C(C=C(OC12)N1C[C@H](OCC1)C)=O)C(=O)O (8-(1-(3-fluorophenyl)pyrrolidin-2-yl)-2-((R)-2-methylmorpholino)-4-oxo-4H-chromene-6-carboxylic acid), CCN(C(C)C)C(C)C (DIPEA), N1CCOCC1 (Morpholine). Solvent: CN(C)C=O (DMF). Reaction conditions: time 1.5 hour. Yields the product FC=1C=C(C=CC1)N1C(CCC1)C=1C=C(C=C2C(C=C(OC12)N1C[C@H](OCC1)C)=O)C(=O)N1CCOCC1 (8-(1-(3-fluorophenyl)pyrrolidin-2-yl)-2-((R)-2-methylmorpholino)-6-(morpholine-4-carbonyl)-4H-chromen-4-one). The yield is 57.5%. Reaction SMILES: CN(C(ON1N=NC2C=CC=CC1=2)=[N+](C)C)C.[B-](F)(F)(F)F.[F:23][C:24]1[CH:25]=[C:26]([N:30]2[CH2:34][CH2:33][CH2:32][CH:31]2[C:35]2[CH:36]=[C:37]([C:53]([OH:55])=O)[CH:38]=[C:39]3[C:44]=2[O:43][C:42]([N:45]2[CH2:50][CH2:49][O:48][C@H:47]([CH3:51])[CH2:46]2)=[CH:41][C:40]3=[O:52])[CH:27]=[CH:28][CH:29]=1.CCN(C(C)C)C(C)C.[NH:65]1[CH2:70][CH2:69][O:68][CH2:67][CH2:66]1>CN(C=O)C>[F:23][C:24]1[CH:25]=[C:26]([N:30]2[CH2:34][CH2:33][CH2:32][CH:31]2[C:35]2[CH:36]=[C:37]([C:53]([N:65]3[CH2:70][CH2:69][O:68][CH2:67][CH2:66]3)=[O:55])[CH:38]=[C:39]3[C:44]=2[O:43][C:42]([N:45]2[CH2:50][CH2:49][O:48][C@H:47]([CH3:51])[CH2:46]2)=[CH:41][C:40]3=[O:52])[CH:27]=[CH:28][CH:29]=1 |f:0.1|. Procedure details: TBTU (138 mg, 0.43 mmol) was added to a stirred solution of 8-(1-(3-fluorophenyl)pyrrolidin-2-yl)-2-((R)-2-methylmorpholino)-4-oxo-4H-chromene-6-carboxylic acid (97 mg, 0.21 mmol), DIPEA (0.075 mL, 0.43 mmol) dissolved in DMF (1.5 mL) under nitrogen. The resulting solution was stirred at room temperature for 1.5 h. Morpholine (0.028 mL, 0.32 mmol) was added and the reaction mixture was stirred at room temperature for 1 h. The reaction mixture was purified by preparative HPLC. The fractions were ... Reactants: CC(=O)[O-], CCO, [Cl-], O=Cc1ccc2c(c1)N(C1CCN(CCc3ccc(F)cc3)CC1)CC2, [Na+], [NH3+]O. Product: ON=Cc1ccc2c(c1)N(C1CCN(CCc3ccc(F)cc3)CC1)CC2. Reaction SMILES: [CH3:31][C:32](=[O:33])[O-:34].[CH3:35][CH2:36][OH:37].[Cl-:27].[F:1][c:2]1[cH:3][cH:4][c:5]([CH2:6][CH2:7][N:8]2[CH2:9][CH2:10][CH:11]([N:14]3[CH2:15][CH2:16][c:17]4[cH:18][cH:19][c:20]([CH:23]=[O:24])[cH:21][c:22]43)[CH2:12][CH2:13]2)[cH:25][cH:26]1.[Na+:30].[OH:28][NH3+:29]>>[F:1][c:2]1[cH:3][cH:4][c:5]([CH2:6][CH2:7][N:8]2[CH2:9][CH2:10][CH:11]([N:14]3[CH2:15][CH2:16][c:17]4[cH:18][cH:19][c:20]([CH:23]=[N:29][OH:28])[cH:21][c:22]43)[CH2:12][CH2:13]2)[cH:25][cH:26]1.